This data is from the Open Reaction Database (ORD), a public repository of structured organic reaction records. The task is: describe an organic reaction: reactants, conditions, products, and yield Reactants: O (water), CC=1C=CC2=C(C(C3=C(C=C2)C=CC=C3)=O)C1 (3-methyl-5H-dibenzo[a,d]cyclohepten-5-one), C[Li] (methyl lithium). Solvent: O1CCCC1 (tetrahydrofuran), C(C)OCC (diethyl ether). Run at temperature 0 celsius, time 1 hour. Yields the product CC=1C=CC2=C(C(C3=C(C=C2)C=CC=C3)(O)C)C1 (3,5-dimethyl-5H-dibenzo[a,d]cyclohepten-5-ol). RXN SMILES: [CH3:1][C:2]1[CH:3]=[CH:4][C:5]2[CH:11]=[CH:10][C:9]3[CH:12]=[CH:13][CH:14]=[CH:15][C:8]=3[C:7](=[O:16])[C:6]=2[CH:17]=1.[CH3:18][Li].O>O1CCCC1.C(OCC)C>[CH3:1][C:2]1[CH:3]=[CH:4][C:5]2[CH:11]=[CH:10][C:9]3[CH:12]=[CH:13][CH:14]=[CH:15][C:8]=3[C:7]([CH3:18])([OH:16])[C:6]=2[CH:17]=1. Reported procedure: To a solution of the ketone from Step C (22 g) in dry tetrahydrofuran (400 ml) at 0° C. under nitrogen was added a solution of methyl lithium in diethyl ether (100 ml of 1.4M). The solution was stirred for 1 hr at 0° C. then water was cautiously added and solvents evaporated to give an aqueous mixture which was extracted with ether (2×150 ml). The combined extracts were washed with water, dried and evaporated. Crystallisation from ether/hexane gave 3,5-dimethyl-5H-dibenzo[a,d]cyclohepten-5-ol (2...